Dataset: the Open Reaction Database (ORD), a public repository of structured organic reaction records. Task: describe an organic reaction: reactants, conditions, products, and yield The reactants are SCCC[Si](OC)(OC)OC (mercaptopropyltrimethoxy silane), mercaptan, C(C=C)NC(=O)N (allylurea), CC(C)(C#N)N=NC(C)(C)C#N (Vazo 64). Reaction conditions: temperature 90 celsius. The product is [Si](OC)(OC)(OC)CCCSCCCNC(=O)N ((CH3O)3Si(CH2)3SCH2CH2CH2NHCONH2). Reaction SMILES: [SH:1][CH2:2][CH2:3][CH2:4][Si:5]([O:10][CH3:11])([O:8][CH3:9])[O:6][CH3:7].[CH2:12]([NH:15][C:16]([NH2:18])=[O:17])[CH:13]=[CH2:14].CC(N=NC(C#N)(C)C)(C#N)C>>[Si:5]([CH2:4][CH2:3][CH2:2][S:1][CH2:14][CH2:13][CH2:12][NH:15][C:16]([NH2:18])=[O:17])([O:10][CH3:11])([O:6][CH3:7])[O:8][CH3:9]. Reported procedure: 70 grams of mercaptopropyltrimethoxy silane and 35.5 gms. of allylurea were weighed into a flask equipped as in Example 1. The contents of the flask were heated to about 90° C. and 0.3 gm. of Vazo 64 was used. The temperature indicated an exotherm to about 145° C. which was controlled back down to about 100° C. for a total of 6® hours and it was then cooled. Titration of a sample showed about 71% reaction of the mercaptan. The material was filtered. The proton NMR analysis showed a structure con... Starting materials: [Ca] (calcium), C([O-])([O-])=O.[Ca+2] (calcium carbonate), C(C)(=O)OC1=C(CCC1)CCCCCOC(C)=O (1-acetoxy-2-(5-acetoxy-pentyl)-1-cyclopentene), BrBr (bromine). Run in CN(C(C)=O)C (N,N-dimethylacetamide), O (water), C(Cl)(Cl)Cl (chloroform), C(Cl)(Cl)(Cl)Cl (carbon tetrachloride). Yields the product C(C)(=O)OCCCCCC=1C(CCC1)=O (2-(5-acetoxypentyl)-2-cyclopentenone). RXN SMILES: C(=O)([O-])[O-].[Ca+2].C([O:9][C:10]1[CH2:14][CH2:13][CH2:12][C:11]=1[CH2:15][CH2:16][CH2:17][CH2:18][CH2:19][O:20][C:21](=[O:23])[CH3:22])(=O)C.BrBr.[Ca]>CN(C)C(=O)C.C(Cl)(Cl)(Cl)Cl.C(Cl)(Cl)Cl.O>[C:21]([O:20][CH2:19][CH2:18][CH2:17][CH2:16][CH2:15][C:11]1[C:10](=[O:9])[CH2:14][CH2:13][CH:12]=1)(=[O:23])[CH3:22] |f:0.1|. Procedure details: To a well stirred mixture of 405 g. (4.05 moles) of calcium carbonate, 3 l. of water, and 2.5 l. of chloroform cooled to 5°C. is added simultaneously 1016 g. (4.0 moles) of 1-acetoxy-2-(5-acetoxy-pentyl)-1-cyclopentene (Example 56) and a solution of 648 g. (4.05 moles) of bromine in 500 ml. of carbon tetrachloride at a rate to maintain a temperature below 10°C. The mixture is stirred for half an hour after addition of the reagents and the phases are then separated. The organic phase is washed wi... Reactants: [OH-].[Na+] (NaOH), C(C)OC(C(CCOC1=CC=C(C=C1)OC(C)(C)C(=O)OCC)N(C(=O)C1=CC=C(C=C1)C1=CC=CC=C1)CC1=CC=CC=C1)=O (2-[benzyl-(biphenyl-4-carbonyl)-amino]-4-[4-(1-ethoxycarbonyl-1-methyl-ethoxy)-phenoxy]-butyric acid ethyl ester), Cl (HCl). Run in O1CCOCC1 (dioxane). Conditions: temperature 60 celsius. Yields the product C(C1=CC=CC=C1)N(C(C(=O)O)CCOC1=CC=C(C=C1)OC(C)(C)C(=O)O)C(=O)C1=CC=C(C=C1)C1=CC=CC=C1 (2-[Benzyl-(biphenyl-4-carbonyl)-amino]-4-[4-(1-carboxy-1-methyl-ethoxy)-phenoxy]-butyric acid). Yield: 110.5%. Reaction SMILES: C([O:3][C:4](=[O:46])[CH:5]([N:24]([CH2:39][C:40]1[CH:45]=[CH:44][CH:43]=[CH:42][CH:41]=1)[C:25]([C:27]1[CH:32]=[CH:31][C:30]([C:33]2[CH:38]=[CH:37][CH:36]=[CH:35][CH:34]=2)=[CH:29][CH:28]=1)=[O:26])[CH2:6][CH2:7][O:8][C:9]1[CH:14]=[CH:13][C:12]([O:15][C:16]([C:19]([O:21]CC)=[O:20])([CH3:18])[CH3:17])=[CH:11][CH:10]=1)C.[OH-].[Na+].Cl>O1CCOCC1>[CH2:39]([N:24]([C:25]([C:27]1[CH:32]=[CH:31][C:30]([C:33]2[CH:34]=[CH:35][CH:36]=[CH:37][CH:38]=2)=[CH:29][CH:28]=1)=[O:26])[CH:5]([CH2:6][CH2:7][O:8][C:9]1[CH:14]=[CH:13][C:12]([O:15][C:16]([C:19]([OH:21])=[O:20])([CH3:18])[CH3:17])=[CH:11][CH:10]=1)[C:4]([OH:46])=[O:3])[C:40]1[CH:41]=[CH:42][CH:43]=[CH:44][CH:45]=1 |f:1.2|. Reported procedure: A sample of 2-[benzyl-(biphenyl-4-carbonyl)-amino]-4-[4-(1-ethoxycarbonyl-1-methyl-ethoxy)-phenoxy]-butyric acid ethyl ester (687 mg, 1.10 mmol) was dissolved in 5 mL of dioxane followed by addition of 5.0 N NaOH (2.3 mL, 11.6 mmol). The mixture was magnetically stirred and heated at 60° C. for 7 hours. The reaction mixture was allowed to cool to room temperature followed by addition of 1.0 N HCl (12 mL, 12 mmol) then partitioned by addition of methylene chloride (50 mL). The organic phase was s... RXN SMILES: [Br:1][c:2]1[n:3][c:4]([CH2:8][Br:9])[cH:5][cH:6][cH:7]1.[CH3:10][S-:11].[CH3:18][CH2:19][O:20][C:21](=[O:22])[CH3:23].[Na+:12].[O:13]=[CH:14][N:15]([CH3:16])[CH3:17]>>[Br:1][c:2]1[n:3][c:4]([CH2:8][S:11][CH3:10])[cH:5][cH:6][cH:7]1. Product: CSCc1cccc(Br)n1. The reactants are BrCc1cccc(Br)n1, C[S-], CCOC(C)=O, [Na+], CN(C)C=O. Starting materials: ClC1=CC=C2C(=CNC2=C1)CCNCC1=CC(=CC=C1)OCC(C(F)(F)F)(F)F (N-(2-(6-Chloro-1H-indol-3-yl)ethyl)-3-(2,2,3,3,3-pentafluoropropoxy)benzylamine), CC(=O)C (acetone), CO (methanol), C(#N)[BH3-].[Na+] (sodium cyanoborohydride). Reaction SMILES: [Cl:1][C:2]1[CH:10]=[C:9]2[C:5]([C:6]([CH2:11][CH2:12][NH:13][CH2:14][C:15]3[CH:20]=[CH:19][CH:18]=[C:17]([O:21][CH2:22][C:23]([F:29])([F:28])[C:24]([F:27])([F:26])[F:25])[CH:16]=3)=[CH:7][NH:8]2)=[CH:4][CH:3]=1.[CH3:30][C:31]([CH3:33])=O.C([BH3-])#N.[Na+].CO>CO.C(O)(=O)C.ClCCl>[Cl:1][C:2]1[CH:10]=[C:9]2[C:5]([C:6]([CH2:11][CH2:12][N:13]([CH2:14][C:15]3[CH:20]=[CH:19][CH:18]=[C:17]([O:21][CH2:22][C:23]([F:29])([F:28])[C:24]([F:25])([F:26])[F:27])[CH:16]=3)[CH:31]([CH3:33])[CH3:30])=[CH:7][NH:8]2)=[CH:4][CH:3]=1 |f:2.3,5.6|. Procedure: Combine N-(2-(6-Chloro-1H-indol-3-yl)ethyl)-3-(2,2,3,3,3-pentafluoropropoxy)benzylamine (254 mg, 0.59 mmol) in 20 mL of 95:5 methanol-acetic acid, treat with acetone (441 μL, 5.9 mmol) followed by sodium cyanoborohydride in portions (148 mg, 2.3 mmol). Stir the reaction mixture at 50° C. overnight; then at room temperature for an additional 2 days. Remove the solvent in vacuo to give a residue. Chromatograph the residue on silica gel eluting with 4% methanol in dichloromethane to give the title ... Yields the product ClC1=CC=C2C(=CNC2=C1)CCN(C(C)C)CC1=CC(=CC=C1)OCC(C(F)(F)F)(F)F (N-(2-(6-Chloro-1H-indol-3-yl)ethyl)-N-isopropyl-3-(2,2,3,3,3-pentafluoropropoxy)benzylamine). Run in CO.C(C)(=O)O (methanol acetic acid), ClCCl (dichloromethane). Run at temperature 50 celsius, time 8 hour. The reactants are ice water, ClC(=O)OC(Cl)(Cl)Cl (trichloromethyl chloroformate), NC1=NC(=NS1)/C(/C(=O)O)=N/OC (2-(5-amino-1,2,4-thiadiazol-3-yl)-2(Z)-methoxyiminoacetic acid), CN(C=O)C (N,N-dimethylformamide). Solvent: O1CCCC1 (tetrahydrofuran), O1CCCC1 (THF). Conditions: time 30 minute. The product is NC1=NC(=NS1)/C(/C(=O)Cl)=N/OC (2-(5-amino-1,2,4-thiadiazol-3-yl)-2(Z)-methoxyiminoacetyl chloride). RXN SMILES: [NH2:1][C:2]1[S:6][N:5]=[C:4](/[C:7](=[N:11]/[O:12][CH3:13])/[C:8](O)=[O:9])[N:3]=1.[Cl:14]C(OC(Cl)(Cl)Cl)=O.CN(C)C=O>O1CCCC1>[NH2:1][C:2]1[S:6][N:5]=[C:4](/[C:7](=[N:11]/[O:12][CH3:13])/[C:8]([Cl:14])=[O:9])[N:3]=1. Procedure details: In 30.0 ml of tetrahydrofuran (THF), 10.0 g of 2-(5-amino-1,2,4-thiadiazol-3-yl)-2(Z)-methoxyiminoacetic acid were stirred at -20° C., followed by the dropwise addition of a chlorinating reagent, which had been prepared beforehand by gradually adding 5.43 g of trichloromethyl chloroformate at 5° C. to a mixture of 80 ml of THF and 4.0 g of N,N-dimethylformamide (DMF) and then reacting them for 30 minutes. After they were reacted for 5 minutes, the reaction mixture was poured into 200 ml of ice w... Product: CC(=O)OC=C1C=CC2CC(=O)C12. As a reaction SMILES: [C:1]([CH3:2])(=[O:3])[O:4][CH:5]=[C:6]1[CH:7]=[CH:8][CH:9]2[C:10]([Cl:14])([Cl:15])[C:11](=[O:13])[CH:12]12.[CH2:20]([Cl:21])[Cl:22].[CH3:16][C:17](=[O:18])[OH:19].[Zn:23]>>[C:1]([CH3:2])(=[O:3])[O:4][CH:5]=[C:6]1[CH:7]=[CH:8][CH:9]2[CH2:10][C:11](=[O:13])[CH:12]12. Reactants: CC(=O)OC=C1C=CC2C1C(=O)C2(Cl)Cl, ClCCl, CC(=O)O, [Zn].